This data is from the Open Reaction Database (ORD), a public repository of structured organic reaction records. The task is: describe an organic reaction: reactants, conditions, products, and yield Starting materials: N#CN.[Na] (sodium hydrogen cyanamide), C1(CCCCC1)C1=CC=C(OCC2OC2)C=C1 (2-(4-cyclohexyl-phenoxymethyl)-oxirane). The solvent is CO (methanol). Run at time 8 hour. Yields the product C1(CCCCC1)C1=CC=C(OC[C@@H]2CN=C(O2)N)C=C1 ((5)-5-(4-Cyclohexyl-phenoxymethyl)-4,5-dihydro-oxazol-2-ylamine). Reaction SMILES: [N:1]#[C:2][NH2:3].[Na].[CH:5]1([C:11]2[CH:21]=[CH:20][C:14]([O:15][CH2:16][CH:17]3[CH2:19][O:18]3)=[CH:13][CH:12]=2)[CH2:10][CH2:9][CH2:8][CH2:7][CH2:6]1>CO>[CH:5]1([C:11]2[CH:12]=[CH:13][C:14]([O:15][CH2:16][C@H:17]3[O:18][C:2]([NH2:3])=[N:1][CH2:19]3)=[CH:20][CH:21]=2)[CH2:6][CH2:7][CH2:8][CH2:9][CH2:10]1 |f:0.1,^1:3|. Reported procedure: To a vigorously stirred solution of sodium hydrogen cyanamide (0.64 g, 10 mmol) in methanol (10 mL) was added dropwise 2-(4-cyclohexyl-phenoxymethyl)-oxirane (2.32 g, 10 mmol) after which the reaction mixture was stirred at room temperature overnight. The reaction mixture was concentrated to remove methanol. Anhydrous diethyl ether (50 mL) was added after which the resulting white precipitate was removed by filtration through celite and the filtrate concentrated. The residue was purified by flas... The reactants are CC#N, CS(C)=O, O=C1Nc2ccc(Cl)nc2C1C(=O)c1cc(Cl)cs1, O. Product: NC(=O)N1C(=O)C(C(=O)c2cc(Cl)cs2)c2nc(Cl)ccc21. As a reaction SMILES: [CH3:20][C:21]#[N:22].[CH3:24][S:25]([CH3:26])=[O:27].[Cl:1][c:2]1[n:3][c:4]2[c:8]([cH:9][cH:10]1)[NH:7][C:6](=[O:11])[CH:5]2[C:12]([c:13]1[cH:14][c:15]([Cl:18])[cH:16][s:17]1)=[O:19].[OH2:23]>>[Cl:1][c:2]1[n:3][c:4]2[c:8]([cH:9][cH:10]1)[N:7]([C:21]([NH2:22])=[O:23])[C:6](=[O:11])[CH:5]2[C:12]([c:13]1[cH:14][c:15]([Cl:18])[cH:16][s:17]1)=[O:19]. Reactants: C(C)(=O)OC (methyl acetate), C(C)(=O)OC (methyl acetate), C(C)(=O)OC.CO (methyl acetate methanol). The product is C(C)(=O)OCC=C (allyl acetate), CO (methanol). Isolated yield 90.0%. Reaction SMILES: [C:1]([O:4][CH3:5])(=[O:3])[CH3:2].[C:6](OC)(=O)[CH3:7].[CH3:11][OH:12]>>[C:1]([O:4][CH2:5][CH:6]=[CH2:7])(=[O:3])[CH3:2].[CH3:11][OH:12] |f:1.2|. Procedure: The tandem tube reactors are operated as in Example 1, with substitution of 740 grams per hour of pure methyl acetate for the methyl acetate-methanol azeotrope. Analysis of the condensed phases indicates the collection per hour of 254 grams of methyl acetate (34% unconverted), 607 grams of allyl acetate (92% yield based on 66% conversion) and 191 grams of methanol (90% yield). Reactants: C(C)(=O)O[BH-](OC(C)=O)OC(C)=O.[Na+] (Sodium triacetoxyborohydride), N1CCC(CC1)OC=1C=C2C=CNC(C2=CC1)=O (6-(piperidin-4-yloxy)-2H-isoquinolin-1-one), CC1=CC=C(C=O)C=C1 (4-methylbenzaldehyde). Reagents/catalysts: C(C)(=O)O (acetic acid). Run in CN(C=O)C (N, N-dimethylformamide). Run at time 17 hour. The product is CC1=CC=C(CN2CCC(CC2)OC=2C=C3C=CNC(C3=CC2)=O)C=C1 (6-[1-(4-Methylbenzyl)piperidin4-yloxy]-2H-isoquinolin-1-one). RXN SMILES: C(O[BH-](OC(=O)C)OC(=O)C)(=O)C.[Na+].[NH:15]1[CH2:20][CH2:19][CH:18]([O:21][C:22]2[CH:23]=[C:24]3[C:29](=[CH:30][CH:31]=2)[C:28](=[O:32])[NH:27][CH:26]=[CH:25]3)[CH2:17][CH2:16]1.[CH3:33][C:34]1[CH:41]=[CH:40][C:37]([CH:38]=O)=[CH:36][CH:35]=1>C(O)(=O)C.CN(C)C=O>[CH3:33][C:34]1[CH:41]=[CH:40][C:37]([CH2:38][N:15]2[CH2:16][CH2:17][CH:18]([O:21][C:22]3[CH:23]=[C:24]4[C:29](=[CH:30][CH:31]=3)[C:28](=[O:32])[NH:27][CH:26]=[CH:25]4)[CH2:19][CH2:20]2)=[CH:36][CH:35]=1 |f:0.1|. Reported procedure: Sodium triacetoxyborohydride (100 mg, 3.9 mol eq) was added to a solution of 6-(piperidin-4-yloxy)-2H-isoquinolin-1-one (30 mg, 0.12 mmol), acetic acid (2 drops) and 4-methylbenzaldehyde (50 μl or 50 mg) in N, N-dimethylformamide (700 μl) and shaken for 17 hours. The reaction was quenched with water and methanol and the product semi-purified using an SCX cartridge. The product was further purified by prep-HPLC to afford 6-[1-(4-Methylbenzyl)piperidin4-yloxy]-2H-isoquinolin-1-one: El-MS: m/z=349.... The yield is 38.0%. The reactants are NC=1C=C2C=CC(OC2=CC1)(C)C (6-amino-2,2-dimethylchromene), CC(=O)C=C (methylvinylketone), [N+](=O)([O-])C=1C=C(C=CC1)S(=O)(=O)O (m-nitrobenzenesulfonic acid), Cl (hydrochloric acid). Reported procedure: To a solution of 6-amino-2,2-dimethylchromene (10.1 g, 57.7 mmol) in ethanol (500 mL), methylvinylketone (33.0 mL, 404 mmol), m-nitrobenzenesulfonic acid (21.1 g, 104 mmol), zinc chloride (1.97 g, 14.4 mmol) and 35% hydrochloric acid (24 mL, 289 mmol) were added at room temperature and the resulting mixture was stirred at 110° C. for 5 hours. Upon the completion of the reaction, ethanol was distilled off, water was added, and the resulting solution was neutralized with sodium hydrogencarbonate a... Run in C(C)O (ethanol), C(C)O (ethanol). Yields the product CC1(C=CC=2C(=CC=3C(=CC=NC3C2)C)O1)C (2,2,9-Trimethyl-2H-pyrano[2,3-g]quinoline). Conditions: temperature 110 celsius, time 5 hour. RXN SMILES: [NH2:1][C:2]1[CH:3]=[C:4]2[C:9](=[CH:10][CH:11]=1)[O:8][C:7]([CH3:13])([CH3:12])[CH:6]=[CH:5]2.[CH3:14][C:15]([CH:17]=[CH2:18])=O.[N+](C1C=C(S(O)(=O)=O)C=CC=1)([O-])=O.Cl>C(O)C.[Cl-].[Zn+2].[Cl-]>[CH3:12][C:7]1([CH3:13])[O:8][C:9]2=[CH:10][C:11]3[C:17]([CH3:18])=[CH:15][CH:14]=[N:1][C:2]=3[CH:3]=[C:4]2[CH:5]=[CH:6]1 |f:5.6.7|. The reagents and catalysts are [Cl-].[Zn+2].[Cl-] (zinc chloride).